From a dataset of the Open Reaction Database (ORD), a public repository of structured organic reaction records. describe an organic reaction: reactants, conditions, products, and yield The reactants are COc1ccc(C(C)=CBr)cc1F, CN1CCc2[nH]c3ccc(Cl)cc3c2CC1, [Cu]I, [K+], [K+], [K+], CN(C)C=O, O=C(O)C1CCCN1, O=P([O-])([O-])[O-]. Yields the product COc1ccc(C(C)=Cn2c3c(c4cc(Cl)ccc42)CCN(C)CC3)cc1F. As a reaction SMILES: [Br:33][CH:34]=[C:35]([CH3:36])[c:37]1[cH:38][c:39]([F:45])[c:40]([O:43][CH3:44])[cH:41][cH:42]1.[Cl:1][c:2]1[cH:3][c:4]2[c:5]3[c:6]([nH:7][c:8]2[cH:9][cH:10]1)[CH2:11][CH2:12][N:13]([CH3:16])[CH2:14][CH2:15]3.[Cu:51][I:52].[K+:30].[K+:31].[K+:32].[O:46]=[CH:47][N:48]([CH3:49])[CH3:50].[OH:17][C:18]([CH:19]1[NH:20][CH2:21][CH2:22][CH2:23]1)=[O:24].[P:25]([O-:26])([O-:27])([O-:28])=[O:29]>>[Cl:1][c:2]1[cH:3][c:4]2[c:5]3[c:6]([n:7]([CH:34]=[C:35]([CH3:36])[c:37]4[cH:38][c:39]([F:45])[c:40]([O:43][CH3:44])[cH:41][cH:42]4)[c:8]2[cH:9][cH:10]1)[CH2:11][CH2:12][N:13]([CH3:16])[CH2:14][CH2:15]3. Starting materials: B(OC1=CC(=CC=C1)C)([O-])[O-] (3-Methylphenyl borate), ClC1=NC2=CC=CC=C2C(=C1)C (2-chloro-4-methylquinoline), C([O-])([O-])=O.[K+].[K+] (potassium carbonate). The reagents and catalysts are [Pd].C1(=CC=CC=C1)P(C1=CC=CC=C1)C1=CC=CC=C1.C1(=CC=CC=C1)P(C1=CC=CC=C1)C1=CC=CC=C1.C1(=CC=CC=C1)P(C1=CC=CC=C1)C1=CC=CC=C1.C1(=CC=CC=C1)P(C1=CC=CC=C1)C1=CC=CC=C1 (tetrakis(triphenylphosphine) palladium(0)). Solvent: C1CCOC1 (THF), O (H2O). Conditions: temperature 100 celsius, time 24 hour. The product is CC=1C=C(C=CC1)C1=NC=C(C2=CC=CC=C12)C (1-(3-methylphenyl)-4-methylisoquinoline). RXN SMILES: B([O-])([O-])O[C:3]1[CH:8]=C[CH:6]=[C:5]([CH3:9])[CH:4]=1.Cl[C:13]1[CH:22]=[C:21]([CH3:23])[C:20]2[C:15](=[CH:16][CH:17]=[CH:18][CH:19]=2)[N:14]=1.[C:24](=O)([O-])[O-].[K+].[K+]>C1COCC1.O.[Pd].C1(P(C2C=CC=CC=2)C2C=CC=CC=2)C=CC=CC=1.C1(P(C2C=CC=CC=2)C2C=CC=CC=2)C=CC=CC=1.C1(P(C2C=CC=CC=2)C2C=CC=CC=2)C=CC=CC=1.C1(P(C2C=CC=CC=2)C2C=CC=CC=2)C=CC=CC=1>[CH3:9][C:5]1[CH:6]=[C:16]([C:15]2[C:20]3[C:21](=[CH:23][CH:17]=[CH:18][CH:19]=3)[C:22]([CH3:24])=[CH:13][N:14]=2)[CH:8]=[CH:3][CH:4]=1 |f:2.3.4,7.8.9.10.11|. Procedure details: 3-Methylphenyl borate (1.3 mmol), 2-chloro-4-methylquinoline (1 mmol), tetrakis(triphenylphosphine) palladium(0) (0.05 mmol) and potassium carbonate (3 mmol) were dissolved in THF (30 mL) and H2O (10 mL). The resulting solution was stirred in a bath at 100° C. for 24 hours. After completion of the reaction, the solvents were removed. The reaction mixture was extracted with dichloromethane and water and distilled under reduced pressure. The resulting residue was purified by silica gel column chro...